Task: describe an organic reaction: reactants, conditions, products, and yield. Dataset: the Open Reaction Database (ORD), a public repository of structured organic reaction records Reactants: COC1=CC=C(C(=O)Cl)C=C1 (4-Methoxybenzoyl chloride), NC1=CC(=NN1C(=O)OC(C)(C)C)OCC1=CC(=CC(=C1)OC)OC (tert-butyl 5-amino-3-[(3,5-dimethoxyphenyl)methoxy]pyrazole-1-carboxylate). The solvent is C1CCOC1 (THF), C1CCOC1 (THF). Run at time 16 hour. Yields the product COC=1C=C(C=C(C1)OC)COC=1C=C(NN1)NC(C1=CC=C(C=C1)OC)=O (N-[5-[(3,5-Dimethoxyphenyl)methoxy]-2H-pyrazol-3-yl]-4-methoxy-benzamide). Yield: 20.1%. Reaction SMILES: [CH3:1][O:2][C:3]1[CH:11]=[CH:10][C:6]([C:7](Cl)=[O:8])=[CH:5][CH:4]=1.[NH2:12][C:13]1[N:17](C(OC(C)(C)C)=O)[N:16]=[C:15]([O:25][CH2:26][C:27]2[CH:32]=[C:31]([O:33][CH3:34])[CH:30]=[C:29]([O:35][CH3:36])[CH:28]=2)[CH:14]=1>C1COCC1>[CH3:34][O:33][C:31]1[CH:32]=[C:27]([CH2:26][O:25][C:15]2[CH:14]=[C:13]([NH:12][C:7](=[O:8])[C:6]3[CH:10]=[CH:11][C:3]([O:2][CH3:1])=[CH:4][CH:5]=3)[NH:17][N:16]=2)[CH:28]=[C:29]([O:35][CH3:36])[CH:30]=1. Procedure: 4-Methoxybenzoyl chloride (54 mg, 0.315 mmol, 1.1 eq) in THF (2 ml) was added dropwise to a solution of tert-butyl 5-amino-3-[(3,5-dimethoxyphenyl)methoxy]pyrazole-1-carboxylate (100 mg, 0.286 mmol, 1 eq) in THF (3 ml) under nitrogen and the solution was heated at reflux for a total of 14 h, then stirred at room temperature for 16 h. The solvent was evaporated and the residue was purified by prep. HPLC, using a gradient of 55-75% MeCN in H2O (containing 1% ammonium hydroxide). The product fracti...